This data is from the Open Reaction Database (ORD), a public repository of structured organic reaction records. The task is: describe an organic reaction: reactants, conditions, products, and yield The reactants are OC1=C(C=CC(=C1)O)C(CC1=CC=C(C=C1)C)=O (1-(2,4-dihydroxyphenyl)-2-(4-methylphenyl)ethanone), CO (methanol). The product is OC1=C(C=CC(=C1)OC)C(CC1=CC=C(C=C1)C)=O (1-(2-Hydroxy-4-methoxyphenyl)-2-(4-methylphenyl)ethanone). Yield: 92.9%. RXN SMILES: [OH:1][C:2]1[CH:7]=[C:6]([OH:8])[CH:5]=[CH:4][C:3]=1[C:9](=[O:18])[CH2:10][C:11]1[CH:16]=[CH:15][C:14]([CH3:17])=[CH:13][CH:12]=1.[CH3:19]O>>[OH:1][C:2]1[CH:7]=[C:6]([O:8][CH3:19])[CH:5]=[CH:4][C:3]=1[C:9](=[O:18])[CH2:10][C:11]1[CH:12]=[CH:13][C:14]([CH3:17])=[CH:15][CH:16]=1. Reported procedure: Using the previous procedure and starling from 1-(2,4-dihydroxyphenyl)-2-(4-methylphenyl)ethanone (7.51 g, 31.0 mmol) and methanol (1.32 mL, 32.55 mmol), 7.38 g (93%) of the title compound was obtained as a white solid: mp (EtOAc/hexane) 71-72° C.; IR (KBr) 1639, 1623, 1590, 1516, 1508, 1439, 1388, 1355, 1268, 1231, 1205, 1131, 10.33, 1010, 957, 800, 780, 571, 504, 491 cm−1; 1H NMR (400 MHz, CDCl3) δ 12.72 (br s, 1H), 7.73 (d, J=8.6 Hz, 1H), 7.24-7.14 (m, 4H), 6.43-6.40 (m, 2H), 4.1.5 (s, 2H), 3...